Dataset: the Open Reaction Database (ORD), a public repository of structured organic reaction records. Task: describe an organic reaction: reactants, conditions, products, and yield The reactants are COC(=O)c1nc(N(C)S(=O)(=O)CCCCNC(=O)OC(C)(C)C)c2cccnc2c1OS(=O)(=O)c1ccc(C)cc1, ClCCl, O=C(O)C(F)(F)F. Yields the product COC(=O)c1nc(N(C)S(=O)(=O)CCCCN)c2cccnc2c1OS(=O)(=O)c1ccc(C)cc1. Reaction SMILES: [C:1]([O:2][C:3](=[O:4])[NH:8][CH2:9][CH2:10][CH2:11][CH2:12][S:13](=[O:14])(=[O:15])[N:16]([CH3:17])[c:18]1[c:19]2[cH:20][cH:21][cH:22][n:23][c:24]2[c:25]([O:32][S:33](=[O:34])(=[O:35])[c:36]2[cH:37][cH:38][c:39]([CH3:40])[cH:41][cH:42]2)[c:26]([C:28](=[O:29])[O:30][CH3:31])[n:27]1)([CH3:5])([CH3:6])[CH3:7].[Cl:50][CH2:51][Cl:52].[F:43][C:44]([F:45])([F:46])[C:47]([OH:48])=[O:49]>>[NH2:8][CH2:9][CH2:10][CH2:11][CH2:12][S:13](=[O:14])(=[O:15])[N:16]([CH3:17])[c:18]1[c:19]2[cH:20][cH:21][cH:22][n:23][c:24]2[c:25]([O:32][S:33](=[O:34])(=[O:35])[c:36]2[cH:37][cH:38][c:39]([CH3:40])[cH:41][cH:42]2)[c:26]([C:28](=[O:29])[O:30][CH3:31])[n:27]1. Starting materials: ClCCl, O=C(O)C(F)(F)F, CC(C)(C)OC(=O)N1CC(O)CC1(C)C(=O)Nc1nccs1. Product: CC1(C(=O)Nc2nccs2)CC(O)CN1. Reaction SMILES: [Cl:30][CH2:31][Cl:32].[F:23][C:24]([F:25])([F:26])[C:27]([OH:28])=[O:29].[OH:1][CH:2]1[CH2:3][C:4]([C:14]([NH:15][c:16]2[s:17][cH:18][cH:19][n:20]2)=[O:21])([CH3:22])[N:5]([C:7]([O:8][C:9]([CH3:10])([CH3:11])[CH3:12])=[O:13])[CH2:6]1>>[OH:1][CH:2]1[CH2:3][C:4]([C:14]([NH:15][c:16]2[s:17][cH:18][cH:19][n:20]2)=[O:21])([CH3:22])[NH:5][CH2:6]1. The reactants are C(#N)C=1C=C(CN2C([C@H](CC2)NS(=O)(=O)C2=CC3=CC(=CC=C3C=C2)OC)=O)C=CC1 (7-methoxynaphthalene-2-sulfonic acid [1-(3-cyanobenzyl)-2-oxopyrrolidin-3-(S)-yl]amide), [N+](=O)([O-])C1=C(CBr)C=CC=C1 (o-nitrobenzyl bromide). Yields the product C(#N)C=1C=C(CN2C([C@H](CC2)N(S(=O)(=O)C2=CC3=CC(=CC=C3C=C2)OC)CC2=C(C=CC=C2)[N+](=O)[O-])=O)C=CC1 (7-Methoxynaphthalene-2-sulfonic acid [1-(3-cyanobenzyl)-2-oxopyrrolidin-3-(S)-yl]-(2-nitrobenzyl)amide). RXN SMILES: [C:1]([C:3]1[CH:4]=[C:5]([CH:29]=[CH:30][CH:31]=1)[CH2:6][N:7]1[CH2:11][CH2:10][C@H:9]([NH:12][S:13]([C:16]2[CH:25]=[CH:24][C:23]3[C:18](=[CH:19][C:20]([O:26][CH3:27])=[CH:21][CH:22]=3)[CH:17]=2)(=[O:15])=[O:14])[C:8]1=[O:28])#[N:2].[N+:32]([C:35]1[CH:42]=[CH:41][CH:40]=[CH:39][C:36]=1[CH2:37]Br)([O-:34])=[O:33]>>[C:1]([C:3]1[CH:4]=[C:5]([CH:29]=[CH:30][CH:31]=1)[CH2:6][N:7]1[CH2:11][CH2:10][C@H:9]([N:12]([CH2:37][C:36]2[CH:39]=[CH:40][CH:41]=[CH:42][C:35]=2[N+:32]([O-:34])=[O:33])[S:13]([C:16]2[CH:25]=[CH:24][C:23]3[C:18](=[CH:19][C:20]([O:26][CH3:27])=[CH:21][CH:22]=3)[CH:17]=2)(=[O:15])=[O:14])[C:8]1=[O:28])#[N:2]. Procedure: The title compound is prepared as described in EXAMPLE 25, Part A using 7-methoxynaphthalene-2-sulfonic acid [1-(3-cyanobenzyl)-2-oxopyrrolidin-3-(S)-yl]amide as the starting material and o-nitrobenzyl bromide in place of methyl iodide. The crude product is triturated from 50% EtOAc/hexanes to afford the title compound as a solid. Starting materials: FC(F)(F)c1ccccc1Br, [Li]CCCC, CCCC[Sn](Cl)(CCCC)CCCC, C1CCOC1. Yields the product CCCC[Sn](CCCC)(CCCC)c1ccccc1C(F)(F)F. Reaction SMILES: [Br:1][c:2]1[c:3]([C:8]([F:9])([F:10])[F:11])[cH:4][cH:5][cH:6][cH:7]1.[CH2:12]([Li:13])[CH2:14][CH2:15][CH3:16].[CH2:17]([CH2:18][CH2:19][CH3:20])[Sn:21]([CH2:22][CH2:23][CH2:24][CH3:25])([CH2:26][CH2:27][CH2:28][CH3:29])[Cl:30].[O:31]1[CH2:32][CH2:33][CH2:34][CH2:35]1>>[c:2]1([Sn:21]([CH2:17][CH2:18][CH2:19][CH3:20])([CH2:22][CH2:23][CH2:24][CH3:25])[CH2:26][CH2:27][CH2:28][CH3:29])[c:3]([C:8]([F:9])([F:10])[F:11])[cH:4][cH:5][cH:6][cH:7]1.